From a dataset of the Open Reaction Database (ORD), a public repository of structured organic reaction records. describe an organic reaction: reactants, conditions, products, and yield The reactants are N1C[C@H](CC1)NC(=O)C12CC3CC(CC(C1)C3)C2 ((S)-N-(Pyrrolidin-3-yl)-1-adamantanecarboxamide), C1(=CC=C(C=C1)S(=O)(=O)OCCC1=CC=C(C=C1)F)C (2-(4-fluorophenyl)ethyl p-toluenesulfonate). The product is FC1=CC=C(C=C1)CCN1C[C@H](CC1)NC(=O)C12CC3CC(CC(C1)C3)C2 ((S)-N-(1-(2-(4-fluorophenyl)ethyl)pyrrolidin-3-yl)-1-adamantanecarboxamide). Isolated yield 135.9%. As a reaction SMILES: [NH:1]1[CH2:5][CH2:4][C@H:3]([NH:6][C:7]([C:9]23[CH2:18][CH:13]4[CH2:14][CH:15]([CH2:17][CH:11]([CH2:12]4)[CH2:10]2)[CH2:16]3)=[O:8])[CH2:2]1.C1(C)C=CC(S(O[CH2:29][CH2:30][C:31]2[CH:36]=[CH:35][C:34]([F:37])=[CH:33][CH:32]=2)(=O)=O)=CC=1>>[F:37][C:34]1[CH:35]=[CH:36][C:31]([CH2:30][CH2:29][N:1]2[CH2:5][CH2:4][C@H:3]([NH:6][C:7]([C:9]34[CH2:18][CH:13]5[CH2:14][CH:15]([CH2:17][CH:11]([CH2:12]5)[CH2:10]3)[CH2:16]4)=[O:8])[CH2:2]2)=[CH:32][CH:33]=1. Reported procedure: (S)-N-(Pyrrolidin-3-yl)-1-adamantanecarboxamide (48 g) and 2-(4-fluorophenyl)ethyl p-toluenesulfonate (38 g) were reacted under the same conditions as in Example 1 to give (S)-N-(1-(2-(4-fluorophenyl)ethyl)pyrrolidin-3-yl)-1-adamantanecarboxamide (65 g), melting point 114-116° C. The obtained free basic compound (65 g) was dissolved in ethyl acetate, and 20% hydrochloric acid-isopropanol solution (35 g) was added thereto. After cooling, the precipitated crystals were collected by filtration to y... Starting materials: ClC=1C=CC(=NC1OCC1CC1)C(=O)O (5-chloro-6-cyclopropylmethoxy-pyridine-2-carboxylic acid), NC(C(=O)NC)(CC)CC (2-amino-2-ethyl-N-methyl-butyramide). The product is C(C)C(CC)(C(NC)=O)NC(=O)C1=NC(=C(C=C1)Cl)OCC1CC1 (5-Chloro-6-cyclopropylmethoxy-pyridine-2-carboxylic acid (1-ethyl-1-methylcarbamoyl-propyl)-amide). RXN SMILES: [Cl:1][C:2]1[CH:3]=[CH:4][C:5]([C:13]([OH:15])=O)=[N:6][C:7]=1[O:8][CH2:9][CH:10]1[CH2:12][CH2:11]1.[NH2:16][C:17]([CH2:24][CH3:25])([CH2:22][CH3:23])[C:18]([NH:20][CH3:21])=[O:19]>>[CH2:22]([C:17]([NH:16][C:13]([C:5]1[CH:4]=[CH:3][C:2]([Cl:1])=[C:7]([O:8][CH2:9][CH:10]2[CH2:11][CH2:12]2)[N:6]=1)=[O:15])([C:18](=[O:19])[NH:20][CH3:21])[CH2:24][CH3:25])[CH3:23]. Reported procedure: The title compound was synthesized in analogy to Example 1, using 5-chloro-6-cyclopropylmethoxy-pyridine-2-carboxylic acid (Example 83 b) and 2-amino-2-ethyl-N-methyl-butyramide (Example 70 b) as starting materials, MS (EI): m/e=354.2 [M+H]+. Starting materials: CCOC(=O)C(F)=CC1C(C(=O)[O-])C1(C)C, CCCOC(=O)C(Br)=CC1C(C(=O)O)C1(C)C. Product: CC1(C)C(C=C(F)C(=O)O)C1C(=O)[O-], CCCOC(=O)C(Br)=CC1C(C(=O)O)C1(C)C. RXN SMILES: [CH3:18][C:19]1([CH3:33])[CH:20]([C:30](=[O:31])[O-:32])[CH:21]1[CH:22]=[C:23]([C:24]([O:25][CH2:26][CH3:27])=[O:28])[F:29].[CH3:1][C:2]1([CH3:17])[CH:3]([C:14](=[O:15])[OH:16])[CH:4]1[CH:5]=[C:6]([C:7](=[O:8])[O:9][CH2:10][CH2:11][CH3:12])[Br:13]>>[CH3:18][C:19]1([CH3:33])[CH:20]([C:30](=[O:31])[O-:32])[CH:21]1[CH:22]=[C:23]([C:24](=[O:25])[OH:28])[F:29].[CH3:1][C:2]1([CH3:17])[CH:3]([C:14](=[O:15])[OH:16])[CH:4]1[CH:5]=[C:6]([C:7](=[O:8])[O:9][CH2:10][CH2:11][CH3:12])[Br:13]. The reactants are ClCC=1N=C(OC1C)C1=CC=C(C=C1)CC (4-chloromethyl-2-(4-ethyl-phenyl)-5-methyl-oxazole), C([O-])([O-])=O.[K+].[K+] (potassium carbonate), [I-].[K+] (potassium iodide), C(C)OC(C(CC1=CC=C(C=2CCOC21)O)OCC)=O ([rac]-2-ethoxy-3-(4-hydroxy-2,3-dihydro-benzofuran-7-yl)-propionic acid ethyl ester). Yields the product C(C)OC(C(CC1=CC=C(C=2CCOC21)OCC=2N=C(OC2C)C2=CC=C(C=C2)CC)OCC)=O ([rac]-2-ethoxy-3-{4-[2-(4-ethyl-phenyl)-5-methyl-oxazol-4-ylmethoxy]-2,3-dihydro-benzofuran-7-yl}-propionic acid ethyl ester). RXN SMILES: [CH2:1]([O:3][C:4](=[O:20])[CH:5]([O:17][CH2:18][CH3:19])[CH2:6][C:7]1[C:15]2[O:14][CH2:13][CH2:12][C:11]=2[C:10]([OH:16])=[CH:9][CH:8]=1)[CH3:2].Cl[CH2:22][C:23]1[N:24]=[C:25]([C:29]2[CH:34]=[CH:33][C:32]([CH2:35][CH3:36])=[CH:31][CH:30]=2)[O:26][C:27]=1[CH3:28].C(=O)([O-])[O-].[K+].[K+].[I-].[K+]>>[CH2:1]([O:3][C:4](=[O:20])[CH:5]([O:17][CH2:18][CH3:19])[CH2:6][C:7]1[C:15]2[O:14][CH2:13][CH2:12][C:11]=2[C:10]([O:16][CH2:22][C:23]2[N:24]=[C:25]([C:29]3[CH:30]=[CH:31][C:32]([CH2:35][CH3:36])=[CH:33][CH:34]=3)[O:26][C:27]=2[CH3:28])=[CH:9][CH:8]=1)[CH3:2] |f:2.3.4,5.6|. Procedure: In analogy to the procedure described in example 120 f], [rac]-2-ethoxy-3-(4-hydroxy-2,3-dihydro-benzofuran-7-yl)-propionic acid ethyl ester (example 125 a]) was reacted with 4-chloromethyl-2-(4-ethyl-phenyl)-5-methyl-oxazole (example 122 a]) in the presence of potassium carbonate and potassium iodide to yield [rac]-2-ethoxy-3-{4-[2-(4-ethyl-phenyl)-5-methyl-oxazol-4-ylmethoxy]-2,3-dihydro-benzofuran-7-yl}-propionic acid ethyl ester, which was further saponified in analogy to the procedure descr... RXN SMILES: [CH2:1]([CH:4]([CH:10]([CH3:12])[CH3:11])[C:5]([O:7][CH2:8][CH3:9])=[O:6])[CH:2]=C.C[OH:14]>>[CH:10]([CH:4]([CH2:1][CH:2]=[O:14])[C:5]([O:7][CH2:8][CH3:9])=[O:6])([CH3:12])[CH3:11]. Yield: 89.0%. The product is C(C)(C)C(C(=O)OCC)CC=O (ethyl 2-isopropyl-3-formyl-propionate). Reactants: C(C=C)C(C(=O)OCC)C(C)C (ethyl α-allylisovalerate), CO (methanol). Procedure details: In 100 g of methanol were dissolved 10.0 g of ethyl α-allylisovalerate (general formula [XI] wherein R=--CH2CH3) and, under cooling at -20°~-10° C. and stirring, ozone gas was bubbled into the solution for 8 hours. Then, at room temperature, the reaction mixture was added to 100 g of dimethyl sulfide and the mixture was stirred at that temperature overnight. The reaction mixture was then distilled under reduced pressure to remove the low-boiling fraction and the residue was diluted with 50 g of ...